This data is from the Open Reaction Database (ORD), a public repository of structured organic reaction records. The task is: describe an organic reaction: reactants, conditions, products, and yield Starting materials: COc1ccc(CN(CCN(C)CCCCCCN)c2ccccn2)cc1, CCO, C(=NC1CCCCC1)=NC1CCCCC1, N=C(N)Nc1nc(CSCCN)cs1, S=C=S. Yields the product COc1ccc(CN(CCN(C)CCCCCCNC(=S)NCCSCc2csc(NC(=N)N)n2)c2ccccn2)cc1. Reaction SMILES: [CH3:1][O:2][c:3]1[cH:4][cH:5][c:6]([CH2:7][N:8]([c:9]2[n:10][cH:11][cH:12][cH:13][cH:14]2)[CH2:15][CH2:16][N:17]([CH2:18][CH2:19][CH2:20][CH2:21][CH2:22][CH2:23][NH2:24])[CH3:25])[cH:26][cH:27]1.[CH3:60][CH2:61][OH:62].[CH:28]1([N:29]=[C:30]=[N:31][CH:32]2[CH2:33][CH2:34][CH2:35][CH2:36][CH2:37]2)[CH2:38][CH2:39][CH2:40][CH2:41][CH2:42]1.[NH:43]([C:44](=[NH:45])[NH2:46])[c:47]1[s:48][cH:49][c:50]([CH2:52][S:53][CH2:54][CH2:55][NH2:56])[n:51]1.[S:57]=[C:58]=[S:59]>>[CH3:1][O:2][c:3]1[cH:4][cH:5][c:6]([CH2:7][N:8]([c:9]2[n:10][cH:11][cH:12][cH:13][cH:14]2)[CH2:15][CH2:16][N:17]([CH2:18][CH2:19][CH2:20][CH2:21][CH2:22][CH2:23][NH:24][C:58]([NH:56][CH2:55][CH2:54][S:53][CH2:52][c:50]2[cH:49][s:48][c:47]([NH:43][C:44](=[NH:45])[NH2:46])[n:51]2)=[S:57])[CH3:25])[cH:26][cH:27]1. Reactants: [OH-].[Na+] (sodium hydroxide), C(C1=CC=CC=C1)C1=CC=C(OCCCN2C(=CC=C2C)C2=CC=C(O[C@@H](C(=O)O)CC3=CC=CC=C3)C=C2)C=C1 ((2R)-2-(4-{1-[3-(4-benzylphenoxy)propyl]-5-methyl-1H-pyrrol-2-yl}phenoxy)-3-phenylpropanoic acid). Run in C(C)O (ethanol), C(C)O (Ethanol). Product: C(C1=CC=CC=C1)C1=CC=C(OCCCN2C(=CC=C2C)C2=CC=C(O[C@@H](C(=O)[O-])CC3=CC=CC=C3)C=C2)C=C1.[Na+] (Sodium (2R)-2-(4-{1-[3-(4-benzylphenoxy)propyl]-5-methyl-1H-pyrrol-2-yl}phenoxy)-3-phenylpropanoate). Isolated yield 87.3%. As a reaction SMILES: [OH-].[Na+:2].[CH2:3]([C:10]1[CH:43]=[CH:42][C:13]([O:14][CH2:15][CH2:16][CH2:17][N:18]2[C:22]([CH3:23])=[CH:21][CH:20]=[C:19]2[C:24]2[CH:41]=[CH:40][C:27]([O:28][C@H:29]([CH2:33][C:34]3[CH:39]=[CH:38][CH:37]=[CH:36][CH:35]=3)[C:30]([OH:32])=[O:31])=[CH:26][CH:25]=2)=[CH:12][CH:11]=1)[C:4]1[CH:9]=[CH:8][CH:7]=[CH:6][CH:5]=1>C(O)C>[CH2:3]([C:10]1[CH:11]=[CH:12][C:13]([O:14][CH2:15][CH2:16][CH2:17][N:18]2[C:22]([CH3:23])=[CH:21][CH:20]=[C:19]2[C:24]2[CH:25]=[CH:26][C:27]([O:28][C@H:29]([CH2:33][C:34]3[CH:35]=[CH:36][CH:37]=[CH:38][CH:39]=3)[C:30]([O-:32])=[O:31])=[CH:40][CH:41]=2)=[CH:42][CH:43]=1)[C:4]1[CH:5]=[CH:6][CH:7]=[CH:8][CH:9]=1.[Na+:2] |f:0.1,4.5|. Procedure details: Ethanol (5 ml) and a solution of 1N sodium hydroxide in ethanol (0.900 ml) were added to (2R)-2-(4-{1-[3-(4-benzylphenoxy)propyl]-5-methyl-1H-pyrrol-2-yl}phenoxy)-3-phenylpropanoic acid (546 mg, 1.00 mmol) and the mixture was concentrated. To the residue was added diisopropylether to give the object compound as a solid. 447 mg (yield: 87.3%) Reactants: CCOC(=O)c1c(NC(=O)c2cccc(CN(CC)CC)c2)sc(CN2CCCCC2)c1C, CCO, NN, O. The product is CCN(CC)Cc1cccc(C(=O)Nc2sc(CN3CCCCC3)c(C)c2C(=O)NN)c1. RXN SMILES: [CH2:1]([O:3][C:4](=[O:2])[c:6]1[c:7]([NH:19][C:20]([c:21]2[cH:22][c:23]([CH2:27][N:28]([CH2:29][CH3:30])[CH2:31][CH3:32])[cH:24][cH:25][cH:26]2)=[O:33])[s:8][c:9]([CH2:12][N:13]2[CH2:14][CH2:15][CH2:16][CH2:17][CH2:18]2)[c:10]1[CH3:11])[CH3:5].[CH3:37][CH2:38][OH:39].[NH2:35][NH2:36].[OH2:34]>>[O:3]=[C:4]([c:6]1[c:7]([NH:19][C:20]([c:21]2[cH:22][c:23]([CH2:27][N:28]([CH2:29][CH3:30])[CH2:31][CH3:32])[cH:24][cH:25][cH:26]2)=[O:33])[s:8][c:9]([CH2:12][N:13]2[CH2:14][CH2:15][CH2:16][CH2:17][CH2:18]2)[c:10]1[CH3:11])[NH:35][NH2:36]. The reactants are FC1(CCN(CC1)CCC(C)(N)C)F (4-(4,4-difluoropiperidin-1-yl)-2-methylbutan-2-amine), C(=O)(OCC1=CC=CC=C1)ON1C(=O)CCC1=O (CbzOSu). Run in C1CCOC1 (THF). Run at time 1 day. The product is FC1(CCN(CC1)CCC(C)(C)NC(OCC1=CC=CC=C1)=O)F (Benzyl 4-(4,4-difluoropiperidin-1-yl)-2-methylbutan-2-ylcarbamate). Yield: 69.7%. Reaction SMILES: [F:1][C:2]1([F:14])[CH2:7][CH2:6][N:5]([CH2:8][CH2:9][C:10]([CH3:13])([NH2:12])[CH3:11])[CH2:4][CH2:3]1.[C:15](ON1C(=O)CCC1=O)([O:17][CH2:18][C:19]1[CH:24]=[CH:23][CH:22]=[CH:21][CH:20]=1)=[O:16]>C1COCC1>[F:14][C:2]1([F:1])[CH2:3][CH2:4][N:5]([CH2:8][CH2:9][C:10]([NH:12][C:15](=[O:16])[O:17][CH2:18][C:19]2[CH:24]=[CH:23][CH:22]=[CH:21][CH:20]=2)([CH3:11])[CH3:13])[CH2:6][CH2:7]1. Procedure: Crude 4-(4,4-difluoropiperidin-1-yl)-2-methylbutan-2-amine (6.56 g, 31.8 mmol) was dissolved into THF (100 mL). To this solution was added CbzOSu (7.93 g, 1 equiv, 31.8 mmol) in one portion. The reaction was left to stir at room temperature for 1 d. The solvent was removed and the residue was taken up in a mixture of ethyl acetate (150 mL) and water (100 mL). The layers were separated and the organic layer washed with 1 M sodium carbonate (2×50 mL), 1M HCl (50 mL), and brine (100 mL). The organi... The reactants are FC1=C(C(=CC=C1)C(F)(F)F)C#N (2-Fluoro-6-trifluoromethylbenzenecarbonitrile), N (NH3). Run in CCO (EtOH). The product is NC1=C(C(=CC=C1)C(F)(F)F)C#N (2-Amino-6-trifluoromethylbenzenecarbonitrile). As a reaction SMILES: F[C:2]1[CH:7]=[CH:6][CH:5]=[C:4]([C:8]([F:11])([F:10])[F:9])[C:3]=1[C:12]#[N:13].[NH3:14]>CCO>[NH2:14][C:2]1[CH:7]=[CH:6][CH:5]=[C:4]([C:8]([F:11])([F:10])[F:9])[C:3]=1[C:12]#[N:13]. Procedure: 2-Fluoro-6-trifluoromethylbenzenecarbonitrile was heated at 100° C. in a saturated solution of NH3 in EtOH overnight. The reaction mixture was concentrated and the residue was purified by column chromatography on silicagel (EtOAc/Hexanes 1:5), to obtain the title compound as a white solid. GC/MS m/z 186.1 (M+), Rt 10.1 minutes. Yields the product COC(=O)c1cncc(-c2ccc(C(C)N3CCC(CCCO)(c4ccc(F)cc4)OC3=O)cc2)c1. RXN SMILES: [Br:1][c:2]1[cH:3][cH:4][c:5]([CH:8]([CH3:9])[N:10]2[C:11](=[O:27])[O:12][C:13]([CH2:16][CH2:17][CH2:18][OH:19])([c:20]3[cH:21][cH:22][c:23]([F:26])[cH:24][cH:25]3)[CH2:14][CH2:15]2)[cH:6][cH:7]1.[C:41](=[O:42])([O-:43])[O-:44].[CH2:47]1[O:48][CH2:49][CH2:50][O:51][CH2:52]1.[CH3:28][O:29][C:30](=[O:31])[c:32]1[cH:33][c:34]([B:38]([OH:39])[OH:40])[cH:35][n:36][cH:37]1.[Cs+:45].[Cs+:46].[Pd:53]([Cl:54])[Cl:55].[c:56]1([P:57]([c:58]2[cH:59][cH:60][cH:61][cH:62][cH:63]2)[c:64]2[cH:65][cH:66][cH:67][cH:68][cH:69]2)[cH:70][cH:71][cH:72][cH:73][cH:74]1.[c:75]1([P:76]([c:77]2[cH:78][cH:79][cH:80][cH:81][cH:82]2)[c:83]2[cH:84][cH:85][cH:86][cH:87][cH:88]2)[cH:89][cH:90][cH:91][cH:92][cH:93]1>>[c:2]1(-[c:34]2[cH:33][c:32]([C:30]([O:29][CH3:28])=[O:31])[cH:37][n:36][cH:35]2)[cH:3][cH:4][c:5]([CH:8]([CH3:9])[N:10]2[C:11](=[O:27])[O:12][C:13]([CH2:16][CH2:17][CH2:18][OH:19])([c:20]3[cH:21][cH:22][c:23]([F:26])[cH:24][cH:25]3)[CH2:14][CH2:15]2)[cH:6][cH:7]1. Starting materials: CC(c1ccc(Br)cc1)N1CCC(CCCO)(c2ccc(F)cc2)OC1=O, O=C([O-])[O-], C1COCCO1, COC(=O)c1cncc(B(O)O)c1, [Cs+], [Cs+], Cl[Pd]Cl, c1ccc(P(c2ccccc2)c2ccccc2)cc1, c1ccc(P(c2ccccc2)c2ccccc2)cc1. Reactants: CCOC(=O)OC(C)Cl, C[N+](C)(C)Cc1ccccc1, CCCC(=O)O, CC#N, [K+], [OH-], [OH-], O. The product is CCCC(=O)OC(C)OC(=O)OCC. Reaction SMILES: [C:7]([O:8][CH:9]([CH3:10])[Cl:11])([O:12][CH2:13][CH3:14])=[O:15].[CH2:17]([N+:18]([CH3:19])([CH3:20])[CH3:21])[c:22]1[cH:23][cH:24][cH:25][cH:26][cH:27]1.[CH3:1][CH2:2][CH2:3][C:4]([OH:5])=[O:6].[CH3:30][C:31]#[N:32].[K+:29].[OH-:16].[OH-:28].[OH2:33]>>[CH3:1][CH2:2][CH2:3][C:4](=[O:5])[O:6][CH:9]([O:8][C:7]([O:12][CH2:13][CH3:14])=[O:15])[CH3:10].